Task: describe an organic reaction: reactants, conditions, products, and yield. Dataset: the Open Reaction Database (ORD), a public repository of structured organic reaction records Starting materials: CC(=O)[O-], CC(=O)[O-], ClCCl, [Cu+2], CC(C)N1CCN(C(=O)c2ccc3[nH]c(C(=O)N4CCC(F)(F)CC4)cc3c2)CC1, OB(O)c1ccc(C(F)(F)F)cc1, c1ccncc1. Yields the product CC(C)N1CCN(C(=O)c2ccc3c(c2)cc(C(=O)N2CCC(F)(F)CC2)n3-c2ccc(C(F)(F)F)cc2)CC1. Reaction SMILES: [C:53]([O-:54])(=[O:55])[CH3:56].[C:58]([O-:59])(=[O:60])[CH3:61].[Cl:50][CH2:51][Cl:52].[Cu+2:57].[F:1][C:2]1([F:30])[CH2:3][CH2:4][N:5]([C:8](=[O:9])[c:10]2[nH:11][c:12]3[cH:13][cH:14][c:15]([C:19](=[O:20])[N:21]4[CH2:22][CH2:23][N:24]([CH:27]([CH3:28])[CH3:29])[CH2:25][CH2:26]4)[cH:16][c:17]3[cH:18]2)[CH2:6][CH2:7]1.[F:31][C:32]([c:33]1[cH:34][cH:35][c:36]([B:39]([OH:40])[OH:41])[cH:37][cH:38]1)([F:42])[F:43].[cH:44]1[cH:45][cH:46][n:47][cH:48][cH:49]1>>[F:1][C:2]1([F:30])[CH2:3][CH2:4][N:5]([C:8](=[O:9])[c:10]2[n:11](-[c:36]3[cH:35][cH:34][c:33]([C:32]([F:31])([F:42])[F:43])[cH:38][cH:37]3)[c:12]3[cH:13][cH:14][c:15]([C:19](=[O:20])[N:21]4[CH2:22][CH2:23][N:24]([CH:27]([CH3:28])[CH3:29])[CH2:25][CH2:26]4)[cH:16][c:17]3[cH:18]2)[CH2:6][CH2:7]1. Reactants: CC(C(=O)NC1=CC(=CC=C1)C1CCN(CC1)CCCCC(C1=CC=CC=C1)=O)C (2-methyl-N-{3-[1-(5-oxo-5-phenylpentyl)-4-piperidinyl]phenyl}propanamide), C(CC)(=O)N (propanamide), Cl.COC1=C(C=CC=C1)NN (1-(2-methoxyphenyl)hydrazine hydrochloride). Yields the product COC=1C=CC=C2C(=C(NC12)C1=CC=CC=C1)CCCN1CCC(CC1)C=1C=C(C=CC1)NC(C(C)C)=O (N-(3-{1-[3-(7-METHOXY-2-PHENYL-1H-INDOL-3-YL)PROPYL]-4-PIPERIDINYL}PHENYL)-2-METHYLPROPANAMIDE). Reaction SMILES: [CH3:1][CH:2]([CH3:30])[C:3]([NH:5][C:6]1[CH:11]=[CH:10][CH:9]=[C:8]([CH:12]2[CH2:17][CH2:16][N:15]([CH2:18][CH2:19][CH2:20][CH2:21][C:22](=O)[C:23]3[CH:28]=[CH:27][CH:26]=[CH:25][CH:24]=3)[CH2:14][CH2:13]2)[CH:7]=1)=[O:4].C(N)(=O)CC.Cl.[CH3:37][O:38][C:39]1[CH:44]=[CH:43][CH:42]=[CH:41][C:40]=1[NH:45]N>>[CH3:37][O:38][C:39]1[CH:44]=[CH:43][CH:42]=[C:41]2[C:40]=1[NH:45][C:22]([C:23]1[CH:24]=[CH:25][CH:26]=[CH:27][CH:28]=1)=[C:21]2[CH2:20][CH2:19][CH2:18][N:15]1[CH2:16][CH2:17][CH:12]([C:8]2[CH:7]=[C:6]([NH:5][C:3](=[O:4])[CH:2]([CH3:1])[CH3:30])[CH:11]=[CH:10][CH:9]=2)[CH2:13][CH2:14]1 |f:2.3|. Procedure details: Prepared by Procedure E and Scheme M using 2-methyl-N-{3-[1-(5-oxo-5-phenylpentyl)-4-piperidinyl]phenyl}propanamide and 1-5-phenylpentyl)-4-piperidinyl]phenyl}propanamide and 1-(2-methoxyphenyl)hydrazine hydrochloride: ESMS m/e: 510.2 (M+H)+. Procedure details: Following the procedure for tert-butyl(1-(4-(1-(2-cyanoethyl)-2-oxo-7-phenyl-2,3-dihydro-1H-pyrido[2,3-b][1,4]oxazin-6-yl)phenyl)cyclobutyl)carbamate, tert-butyl 1-(4-(2-oxo-7-phenyl-2,3-dihydro-1H-pyrido[2,3-b][1,4]oxazin-6-yl)phenyl)cyclobutylcarbamate (100 mg, 0.212 mmol) was reacted with 1-fluoro-2-iodoethane (111 mg, 0.636 mmol) to afford the title compound (85 mg. 1H NMR (500 MHz, CDCl3): 7.45 (1H, s), 7.24-7.31 (7H, m), 7.17-7.20 (2H, m,), 5.01 (1H, s), 4.94 (2H, s), 4.80 (1H, t), 4.70 (1... Reaction SMILES: [C:1]([O:5][C:6](=[O:39])[NH:7][C:8]1([C:12]2[CH:17]=[CH:16][C:15]([C:18]3[C:19]([C:33]4[CH:38]=[CH:37][CH:36]=[CH:35][CH:34]=4)=[CH:20][C:21]4[N:26]([CH2:27][CH2:28]C#N)[C:25](=[O:31])[CH2:24][O:23][C:22]=4[N:32]=3)=[CH:14][CH:13]=2)[CH2:11][CH2:10][CH2:9]1)([CH3:4])([CH3:3])[CH3:2].O=C1COC2N=C(C3C=CC(C4(NC(=O)OC(C)(C)C)CCC4)=CC=3)C(C3C=CC=CC=3)=CC=2N1.[F:75]CCI>>[C:1]([O:5][C:6](=[O:39])[NH:7][C:8]1([C:12]2[CH:17]=[CH:16][C:15]([C:18]3[C:19]([C:33]4[CH:38]=[CH:37][CH:36]=[CH:35][CH:34]=4)=[CH:20][C:21]4[N:26]([CH2:27][CH2:28][F:75])[C:25](=[O:31])[CH2:24][O:23][C:22]=4[N:32]=3)=[CH:14][CH:13]=2)[CH2:11][CH2:10][CH2:9]1)([CH3:4])([CH3:3])[CH3:2]. The reactants are C(C)(C)(C)OC(NC1(CCC1)C1=CC=C(C=C1)C=1C(=CC2=C(OCC(N2CCC#N)=O)N1)C1=CC=CC=C1)=O (tert-butyl(1-(4-(1-(2-cyanoethyl)-2-oxo-7-phenyl-2,3-dihydro-1H-pyrido[2,3-b][1,4]oxazin-6-yl)phenyl)cyclobutyl)carbamate), O=C1NC2=C(OC1)N=C(C(=C2)C2=CC=CC=C2)C2=CC=C(C=C2)C2(CCC2)NC(OC(C)(C)C)=O (tert-butyl 1-(4-(2-oxo-7-phenyl-2,3-dihydro-1H-pyrido[2,3-b][1,4]oxazin-6-yl)phenyl)cyclobutylcarbamate), FCCI (1-fluoro-2-iodoethane). Product: C(C)(C)(C)OC(NC1(CCC1)C1=CC=C(C=C1)C=1C(=CC2=C(OCC(N2CCF)=O)N1)C1=CC=CC=C1)=O (tert-butyl(1-(4-(1-(2-fluoroethyl)-2-oxo-7-phenyl-2,3-dihydro-1H-pyrido[2,3-b][1,4]oxazin-6-yl)phenyl)cyclobutyl)carbamate). Starting materials: COC(=O)CCCOc1cc2c(cc1N)nc(-c1ccccc1)n2-c1ccc(OC)cc1, [Cl-], O=S(=O)(O)c1ccc(Cl)cc1. The product is COC(=O)CCCOc1cc2c(cc1NS(=O)(=O)c1ccc(Cl)cc1)nc(-c1ccccc1)n2-c1ccc(OC)cc1. RXN SMILES: [CH3:1][O:2][C:3]([CH2:4][CH2:5][CH2:6][O:7][c:8]1[c:9]([NH2:31])[cH:10][c:11]2[c:12]([n:13](-[c:22]3[cH:23][cH:24][c:25]([O:28][CH3:29])[cH:26][cH:27]3)[c:14](-[c:16]3[cH:17][cH:18][cH:19][cH:20][cH:21]3)[n:15]2)[cH:30]1)=[O:32].[Cl-:33].[Cl:34][c:35]1[cH:36][cH:37][c:38]([S:41](=[O:42])(=[O:43])[OH:44])[cH:39][cH:40]1>>[CH3:1][O:2][C:3]([CH2:4][CH2:5][CH2:6][O:7][c:8]1[c:9]([NH:31][S:41]([c:38]2[cH:37][cH:36][c:35]([Cl:34])[cH:40][cH:39]2)(=[O:42])=[O:43])[cH:10][c:11]2[c:12]([n:13](-[c:22]3[cH:23][cH:24][c:25]([O:28][CH3:29])[cH:26][cH:27]3)[c:14](-[c:16]3[cH:17][cH:18][cH:19][cH:20][cH:21]3)[n:15]2)[cH:30]1)=[O:32].